This data is from the Open Reaction Database (ORD), a public repository of structured organic reaction records. The task is: describe an organic reaction: reactants, conditions, products, and yield The reactants are [BH4-], CCO, Cl, [Na+], O=C(CN1CCC(O)CC1)c1cc(-c2ccccc2)on1. The product is OC1CCN(CC(O)c2cc(-c3ccccc3)on2)CC1. As a reaction SMILES: [BH4-:22].[CH3:25][CH2:26][OH:27].[ClH:24].[Na+:23].[OH:1][CH:2]1[CH2:3][CH2:4][N:5]([CH2:8][C:9](=[O:10])[c:11]2[n:12][o:13][c:14](-[c:16]3[cH:17][cH:18][cH:19][cH:20][cH:21]3)[cH:15]2)[CH2:6][CH2:7]1>>[OH:1][CH:2]1[CH2:3][CH2:4][N:5]([CH2:8][CH:9]([OH:10])[c:11]2[n:12][o:13][c:14](-[c:16]3[cH:17][cH:18][cH:19][cH:20][cH:21]3)[cH:15]2)[CH2:6][CH2:7]1. Starting materials: C(=NC1CCCCC1)=NC1CCCCC1, Cc1cc(C(=O)O)cc(C)c1O, CC(=O)O, CN(C)C=O, CCOCC, O=C1CCC(=O)N1O. The product is Cc1cc(C(=O)ON2C(=O)CCC2=O)cc(C)c1O. Reaction SMILES: [CH2:21]1[CH2:22][CH2:23][CH:24]([N:25]=[C:26]=[N:27][CH:28]2[CH2:29][CH2:30][CH2:31][CH2:32][CH2:33]2)[CH2:34][CH2:35]1.[CH3:1][c:2]1[cH:3][c:4]([C:5](=[O:6])[OH:7])[cH:8][c:9]([CH3:12])[c:10]1[OH:11].[CH3:36][C:37](=[O:38])[OH:39].[CH3:40][N:41]([CH3:42])[CH:43]=[O:44].[CH3:45][CH2:46][O:47][CH2:48][CH3:49].[OH:13][N:14]1[C:15](=[O:20])[CH2:16][CH2:17][C:18]1=[O:19]>>[CH3:1][c:2]1[cH:3][c:4]([C:5](=[O:6])[O:7][N:14]2[C:15](=[O:20])[CH2:16][CH2:17][C:18]2=[O:19])[cH:8][c:9]([CH3:12])[c:10]1[OH:11]. The reactants are hydrate, C(C)OC(=O)C1N(C2CCC1C2COC)C(=O)OC(C)(C)C (7-methoxymethyl-2-aza-bicyclo[2.2.1]heptane-2,3-dicarboxylic acid 2-tert-butyl ester 3-ethyl ester). Run in ClCCl (dichloromethane). Run at time 3 hour. Product: C(C)(C)(C)OC(=O)N1C2CCC(C1CO)C2COC (3-Hydroxymethyl-7-methoxymethyl-2-azabicyclo[2.2.1]heptane-2-carboxylic acid tert-butyl ester). The yield is 58.9%. Reaction SMILES: C([O:3][C:4]([CH:6]1[CH:11]2[CH:12]([CH2:13][O:14][CH3:15])[CH:8]([CH2:9][CH2:10]2)[N:7]1[C:16]([O:18][C:19]([CH3:22])([CH3:21])[CH3:20])=[O:17])=O)C>ClCCl>[C:19]([O:18][C:16]([N:7]1[CH:6]([CH2:4][OH:3])[CH:11]2[CH:12]([CH2:13][O:14][CH3:15])[CH:8]1[CH2:9][CH2:10]2)=[O:17])([CH3:22])([CH3:21])[CH3:20]. Reported procedure: Add di-isobutylalluminium hydrate (1 M in hexanes, 14.6 mL, 14.6 mmol) to a solution of 7-methoxymethyl-2-aza-bicyclo[2.2.1]heptane-2,3-dicarboxylic acid 2-tert-butyl ester 3-ethyl ester (1.53 g, 4.88 mmol) in dichloromethane (20 mL) cooled in an ice bath. Stir the mixture at room temperature for 3 h. Quench with saturated aqueous sodium tartrate and stir until the solution becomes clear. Extract the mixture with ethyl acetate (3×50 mL), wash the combined extract with saturated aqueous sodium ta... As a reaction SMILES: [CH3:1][NH:2][C:3]([NH2:5])=O.[C:6]([OH:9])(=[O:8])C.[C:10](O)(=O)C.I[C:15]1[CH:20]=[CH:19][CH:18]=[CH:17][CH:16]=1.[C:21](OC)(C)([CH3:23])[CH3:22]>>[CH:1]1[C:20]2[C:15](=[CH:16][CH:17]=[CH:18][CH:19]=2)[CH:10]=[C:3]([NH:5][C:6](=[O:8])[O:9][CH2:22][CH2:21][CH3:23])[N:2]=1 |f:1.2.3|. Reaction conditions: temperature 55 celsius, time 1 hour. Procedure: A 500 mL 3-neck RBF was equipped with magnetic stirrer, heating mantle, set-point controller, thermowell, thermocouple and nitrogen bubbler. The flask was charged with 3-(2-chloro-3-fluorobenzyl)-1-(S)-1-((R)-2,2-dimethyl-1,3-dioxolan-4-yl)-3-hydroxypropan-2-yl)-1-methylurea (15.7 g, 41.9 mmol), iodobenzene diacetate (27 g, 2.0 equiv.) and methyl tert-butyl ether (141 mL). The mixture was warmed to ˜55° C. and the amide (7.6 g, 1.05 equiv.) was added in small portions. The reaction was stirred f... Yields the product C1=NC(=CC2=CC=CC=C12)NC(OCCC)=O (propyl isoquinolin-3-ylcarbamate). The reactants are CNC(=O)N (1-methylurea), C(C)(=O)O.C(C)(=O)O.IC1=CC=CC=C1 (iodobenzene diacetate), C(C)(C)(C)OC (methyl tert-butyl ether), amide. Procedure details: The strategy for a sample convergent synthesis of a highly branched first generation organometallic dendrimer of the invention is shown in FIGS. 1 and 2. Taking FIG. 1 as an example, 2-(4-iodophenyl)pyridine (1) was prepared in a 40% yield by reaction of the mono-lithiated 1,4-diiodobenzene with 2-fluoropyridine. Trimethylsilylacetylene was then coupled with (1) under Sonogashira conditions to afford 2-(4-trimethylsilylethynylphenyl)pyridine (2) in an 89% yield. The acetylene was easily deprotec... Reaction SMILES: C[Si]([C:5]#[C:6][C:7]1[CH:12]=[CH:11][C:10]([C:13]2[CH:18]=[CH:17][CH:16]=[CH:15][N:14]=2)=[CH:9][CH:8]=1)(C)C.[F-].C([N+](CCCC)(CCCC)CCCC)CCC.[OH-].[K+].CO.ClCCl>O1CCCC1>[C:6]([C:7]1[CH:12]=[CH:11][C:10]([C:13]2[CH:18]=[CH:17][CH:16]=[CH:15][N:14]=2)=[CH:9][CH:8]=1)#[CH:5] |f:1.2,3.4,5.6|. The yield is 80.0%. The solvent is O1CCCC1 (tetrahydrofuran). Starting materials: C[Si](C)(C)C#CC1=CC=C(C=C1)C1=NC=CC=C1 (2-(4-trimethylsilylethynylphenyl)pyridine), CO.ClCCl (methanol dichloromethane), [F-].C(CCC)[N+](CCCC)(CCCC)CCCC (tetra-n-butylammonium fluoride), [OH-].[K+] (potassium hydroxide). Yields the product C(#C)C1=CC=C(C=C1)C1=NC=CC=C1 (2-(4-acetylenylphenyl)pyridine). Starting materials: crude product, [OH-].[Na+] (sodium hydroxide), Cl (hydrochloric acid), [H][H] (hydrogen), C(C(C)C)OC1=C(C=CC(=C1)OCC(C)C)C(=CC(=O)OCC)C=1C=CC(=C(C1)CCC(=O)O)OCC(C)C (3-{5-[1-(2,4-diisobutoxyphenyl)-3-ethoxy-3-oxo-1-propenyl]-2-isobutoxyphenyl}propanoic acid). The reagents and catalysts are [C].[Pd] (palladium-carbon). Run in C(C)O (ethanol), O (water), C(Cl)(Cl)Cl (Chloroform), C(C)O (ethanol). Reaction conditions: time 1 hour. The product is C(=O)(O)CCC=1C=C(C=CC1OCC(C)C)C(CC(=O)O)C1=C(C=C(C=C1)OCC(C)C)OCC(C)C (3-[3-(2-carboxyethyl)-4-isobutoxyphenyl]-3-(2,4-diisobutoxyphenyl)propanoic acid). Isolated yield 92.8%. Reaction SMILES: [CH2:1]([O:5][C:6]1[CH:11]=[C:10]([O:12][CH2:13][CH:14]([CH3:16])[CH3:15])[CH:9]=[CH:8][C:7]=1[C:17]([C:24]1[CH:25]=[CH:26][C:27]([O:35][CH2:36][CH:37]([CH3:39])[CH3:38])=[C:28]([CH2:30][CH2:31][C:32]([OH:34])=[O:33])[CH:29]=1)=[CH:18][C:19]([O:21]CC)=[O:20])[CH:2]([CH3:4])[CH3:3].[H][H].[OH-].[Na+].Cl>C(O)C.[C].[Pd].O.C(Cl)(Cl)Cl>[C:32]([CH2:31][CH2:30][C:28]1[CH:29]=[C:24]([CH:17]([C:7]2[CH:8]=[CH:9][C:10]([O:12][CH2:13][CH:14]([CH3:15])[CH3:16])=[CH:11][C:6]=2[O:5][CH2:1][CH:2]([CH3:4])[CH3:3])[CH2:18][C:19]([OH:21])=[O:20])[CH:25]=[CH:26][C:27]=1[O:35][CH2:36][CH:37]([CH3:38])[CH3:39])([OH:34])=[O:33] |f:2.3,6.7|. Reported procedure: In 6 ml of ethanol is dissolved 0.60 g of 3-{5-[1-(2,4-diisobutoxyphenyl)-3-ethoxy-3-oxo-1-propenyl]-2-isobutoxyphenyl}propanoic acid. After adding 0.12 g of 5% palladium-carbon, the mixture is stirred at ambient temperature for one hour in a stream of hydrogen. The reaction mixture is filtered with Celite, and the solvent is distilled off from the filtrate under a reduced pressure to obtain a crude product. The crude product is dissolved in 4 ml of ethanol, 0.7 ml of 5 mol/L sodium hydroxide is... Starting materials: CC1(COc2ccc(Br)cc2)CO1, CC(C)=O, O, O=S(=O)(O)O. Yields the product CC(O)(CO)COc1ccc(Br)cc1. RXN SMILES: [Br:1][c:2]1[cH:3][cH:4][c:5]([O:6][CH2:7][C:8]2([CH3:11])[O:9][CH2:10]2)[cH:12][cH:13]1.[CH3:14][C:15]([CH3:16])=[O:17].[OH2:23].[S:18](=[O:19])(=[O:20])([OH:21])[OH:22]>>[Br:1][c:2]1[cH:3][cH:4][c:5]([O:6][CH2:7][C:8]([CH2:10][OH:9])([CH3:11])[OH:17])[cH:12][cH:13]1. The reactants are ClCC(=C)[C@@H]1[C@H](C(N1C(CC1=CC=C(C=C1)OC)CC1=CC=C(C=C1)OC)=O)[C@@H](C)OC(=O)OCC1=CC=CC=C1 ((3S,4S)-4-(1-chloromethylethenyl)-3-(1-(R)-benzyloxycarbonyloxyethyl)-1-di(p-anisyl)methyl-2-azetidinone), ceric ammonium nitrate. Solvent: CO (methanol), C(C)#N (acetonitrile), O (water), C(C)#N (acetonitrile), O (water), O (water). Conditions: time 30 minute. Yields the product ClCC(=C)[C@@H]1[C@H](C(N1)=O)[C@@H](C)OC(=O)OCC1=CC=CC=C1 ((3S,4S)-4-(1-chloromethylethenyl)-3-(1-(R)-benzyloxycarbonyloxyethyl)-2-azetidinone). As a reaction SMILES: [Cl:1][CH2:2][C:3]([C@H:5]1[N:8](C(CC2C=CC(OC)=CC=2)CC2C=CC(OC)=CC=2)[C:7](=[O:28])[C@@H:6]1[C@H:29]([O:31][C:32]([O:34][CH2:35][C:36]1[CH:41]=[CH:40][CH:39]=[CH:38][CH:37]=1)=[O:33])[CH3:30])=[CH2:4]>C(#N)C.O.CO>[Cl:1][CH2:2][C:3]([C@H:5]1[NH:8][C:7](=[O:28])[C@@H:6]1[C@H:29]([O:31][C:32]([O:34][CH2:35][C:36]1[CH:41]=[CH:40][CH:39]=[CH:38][CH:37]=1)=[O:33])[CH3:30])=[CH2:4]. Procedure details: To a solution of (3S,4S)-4-(1-chloromethylethenyl)-3-(1-(R)-benzyloxycarbonyloxyethyl)-1-di(p-anisyl)methyl-2-azetidinone (320 g) in a mixture of acetonitrile and water (9 : 1) (3.8 liters) was added a solution of ceric ammonium nitrate (702 g) in a mixture of acetonitrile and water (9 : 1) (2 liters) at 5° C. or lower, followed by stirring for 30 minutes. The reaction mixture was diluted with water (5.2 liters) and extracted with ethyl acetate (3.4 liters). The aqueous layer was extracted with ...